From a dataset of the Open Reaction Database (ORD), a public repository of structured organic reaction records. describe an organic reaction: reactants, conditions, products, and yield Starting materials: [H-].[Al+3].[Li+].[H-].[H-].[H-] (lithium aluminium hydride), COC(=O)C1=CC=C(COC(=C)C2=CC=CC=C2)C=C1 (α-(4-methoxycarbonylbenzyloxy)styrene). Product: OCC1=CC=C(COC(=C)C2=CC=CC=C2)C=C1 (α-[4-(Hydroxymethyl)benzyloxy]styrene). RXN SMILES: [H-].[Al+3].[Li+].[H-].[H-].[H-].C[O:8][C:9]([C:11]1[CH:26]=[CH:25][C:14]([CH2:15][O:16][C:17]([C:19]2[CH:24]=[CH:23][CH:22]=[CH:21][CH:20]=2)=[CH2:18])=[CH:13][CH:12]=1)=O>>[OH:8][CH2:9][C:11]1[CH:26]=[CH:25][C:14]([CH2:15][O:16][C:17]([C:19]2[CH:20]=[CH:21][CH:22]=[CH:23][CH:24]=2)=[CH2:18])=[CH:13][CH:12]=1 |f:0.1.2.3.4.5|. Reported procedure: This compound was prepared by lithium aluminium hydride reduction of α-(4-methoxycarbonylbenzyloxy)styrene: 1H NMR (CCl4) δ 2.65 (1H, t, J 4.5 Hz), 4.15 (1H, d, J 3 Hz), 4.43 (2H, d, J 4.5 Hz), 4.60 (1H, d, J 3 Hz), 4.80 (2H, s), 7.1-7.7 (9H, m). The reactants are C1(=CC=CC=C1)COC=1C(=C(C2=C(CCC(O2)(O)C)C1C)C)C (rac-3,4-dihydro-6-(phenylmethoxy)-2,5,7,8-tetramethyl-2H-1-benzopyran-2-ol), 4A, Cl (HCl). Solvent: CCOCC (ether). Run at temperature -10 celsius, time 30 minute. Product: ClC1(OC2=C(CC1)C(=C(C(=C2C)C)OCC2=CC=CC=C2)C)C (rac-2-chloro-3,4-dihydro-2,5,7,8-tetramethyl-6-(phenylmethoxy)-2H-1-benzopyran). Isolated yield 92.8%. Reaction SMILES: [C:1]1([CH2:7][O:8][C:9]2[C:10]([CH3:23])=[C:11]([CH3:22])[C:12]3[O:17][C:16]([CH3:19])(O)[CH2:15][CH2:14][C:13]=3[C:20]=2[CH3:21])[CH:6]=[CH:5][CH:4]=[CH:3][CH:2]=1.[ClH:24]>CCOCC>[Cl:24][C:16]1([CH3:19])[CH2:15][CH2:14][C:13]2[C:20]([CH3:21])=[C:9]([O:8][CH2:7][C:1]3[CH:6]=[CH:5][CH:4]=[CH:3][CH:2]=3)[C:10]([CH3:23])=[C:11]([CH3:22])[C:12]=2[O:17]1. Reported procedure: To a solution of 5 g (16 mmol) of rac-3,4-dihydro-6-(phenylmethoxy)-2,5,7,8-tetramethyl-2H-1-benzopyran-2-ol in 50 mL of anhydrous ether was added 5 g of 4A molecular sieves. The mixture was stirred mechanically with ice-bath cooling while HCl gas was bubbled in for 30 min. Stirring was continued at 0° C. for 30 min and then the solvent was removed in vacuo. The residue was treated with 500 mL of hexane and the solution was decanted. The hexane solution was then treated with 10 g of anhydrous Ca... Starting materials: C1(CCCCC1)=O (cyclohexanone), ( Å ), C(#N)[BH3-].[Na+] (sodium cyanoborohydride), C(CN)N (ethylenediamine), C(C)(=O)O (acetic acid). Run in CO (methanol). Reaction conditions: time 48 hour. Product: C1(CCCCC1)NCCN (N1-Cyclohexylethane-1,2-diamine). Isolated yield 45.2%. Reaction SMILES: [C:1]1(=O)[CH2:6][CH2:5][CH2:4][CH2:3][CH2:2]1.[CH2:8]([NH2:11])[CH2:9][NH2:10].C(O)(=O)C.C([BH3-])#N.[Na+]>CO>[CH:1]1([NH:10][CH2:9][CH2:8][NH2:11])[CH2:6][CH2:5][CH2:4][CH2:3][CH2:2]1 |f:3.4|. Procedure: To a solution of cyclohexanone (6.260 g, 63.8 mmol), ethylenediamine (42.640 mL, 637.8 mmol), acetic acid (36.515 mL, 637.8 mmol), and 4 {acute over (Å)} molecular sieves (25 g) in anhydrous methanol (250 mL) was added sodium cyanoborohydride (8.017 g, 127.6 mmol). The mixture was stirred for 48 hrs, filtered to remove the solids, and concentrated in vacuo. The residue was dissolved in 3 N aqueous sodium hydroxide (150 mL) and extracted with methylene chloride (3×300 mL). The combined organic la... The reactants are O=C1SC2=C(N1)C=CC(=C2)NC=2C1=C(N=CN2)NC(=C1)C(=O)O (4-[(2-Oxo-2,3-dihydro-1,3-benzothiazol-6-yl)amino]-7H-pyrrolo[2,3-d]pyrimidine-6-carboxylic acid), N1CCOCC1 (morpholine). The product is N1(CCOCC1)C(=O)C1=CC2=C(N=CN=C2NC2=CC3=C(NC(S3)=O)C=C2)N1 (6-{[6-(Morpholin-4-ylcarbonyl)-7H-pyrrolo[2,3-d]pyrimidin-4-yl]amino}-1,3-benzothiazol-2(3H)-one). As a reaction SMILES: [O:1]=[C:2]1[NH:6][C:5]2[CH:7]=[CH:8][C:9]([NH:11][C:12]3[C:13]4[CH:20]=[C:19]([C:21]([OH:23])=O)[NH:18][C:14]=4[N:15]=[CH:16][N:17]=3)=[CH:10][C:4]=2[S:3]1.[NH:24]1[CH2:29][CH2:28][O:27][CH2:26][CH2:25]1>>[N:24]1([C:21]([C:19]2[NH:18][C:14]3[N:15]=[CH:16][N:17]=[C:12]([NH:11][C:9]4[CH:8]=[CH:7][C:5]5[NH:6][C:2](=[O:1])[S:3][C:4]=5[CH:10]=4)[C:13]=3[CH:20]=2)=[O:23])[CH2:29][CH2:28][O:27][CH2:26][CH2:25]1. Procedure details: 150 mg (458 μmol) 4-[(2-oxo-2,3-dihydro-1,3-benzothiazol-6-yl)amino]-7H-pyrrolo[2,3-d]pyrimidine-6-carboxylic acid (prepared according to example 30) were transformed in analogy to example 4 using morpholine to give after working up and purification 25.0 mg (12%) of the title compound. Starting materials: N(N)C1=CC(N(C(N1CC(C)C)=O)C)=O (6-hydrazino-1-isobutyl-3-methylpyrimidine-2,4(1H,3H)-dione), S1C=C(C2=C1C=CC=C2)C=O (1-benzothiophene-3-carbaldehyde), C(=O)C=1N(C=C(N1)NC(OC(C)(C)C)=O)C (tert-butyl 2-formyl-1-methyl-1H-imidazol-4-ylcarbamate). The product is S1C=C(C2=C1C=CC=C2)CN2N=C1N(C(N(C(C1=C2C=2N(C=C(N2)NC(OC(C)(C)C)=O)C)=O)C)=O)CC(C)C (tert-butyl 2-[2-(1-benzothien-3-ylmethyl)-7-isobutyl-5-methyl-4,6-dioxo-4,5,6,7-tetrahydro-2H-pyrazolo[3,4-d]pyrimidin-3-yl]-1-methyl-1H-imidazol-4-ylcarbamate). As a reaction SMILES: [NH:1]([C:3]1[N:8]([CH2:9][CH:10]([CH3:12])[CH3:11])[C:7](=[O:13])[N:6]([CH3:14])[C:5](=[O:15])[CH:4]=1)[NH2:2].[S:16]1[C:20]2[CH:21]=[CH:22][CH:23]=[CH:24][C:19]=2[C:18]([CH:25]=O)=[CH:17]1.[CH:27]([C:29]1[N:30]([CH3:42])[CH:31]=[C:32]([NH:34][C:35](=[O:41])[O:36][C:37]([CH3:40])([CH3:39])[CH3:38])[N:33]=1)=O>>[S:16]1[C:20]2[CH:21]=[CH:22][CH:23]=[CH:24][C:19]=2[C:18]([CH2:25][N:2]2[C:27]([C:29]3[N:30]([CH3:42])[CH:31]=[C:32]([NH:34][C:35](=[O:41])[O:36][C:37]([CH3:38])([CH3:40])[CH3:39])[N:33]=3)=[C:4]3[C:3]([N:8]([CH2:9][CH:10]([CH3:11])[CH3:12])[C:7](=[O:13])[N:6]([CH3:14])[C:5]3=[O:15])=[N:1]2)=[CH:17]1. Procedure details: This compound was made following the procedure described above, starting with 6-hydrazino-1-isobutyl-3-methylpyrimidine-2,4(1H,3H)-dione, and condensing first with 1-benzothiophene-3-carbaldehyde, followed by tert-butyl 2-formyl-1-methyl-1H-imidazol-4-ylcarbamate.